From a dataset of the Open Reaction Database (ORD), a public repository of structured organic reaction records. describe an organic reaction: reactants, conditions, products, and yield The reactants are NC1=NC(=NC(=C1C=O)Cl)SC (4-amino-6-chloro-2-methylsulfanyl-pyrimidine-5-carbaldehyde), FC1=C(C=CC=C1)B(O)O (2-fluorophenylboronic acid). The product is NC1=NC(=NC(=C1C=O)C1=C(C=CC=C1)F)SC (4-amino-6-(2-fluoro-phenyl)-2-methylsulfanyl-pyrimidine-5-carbaldehyde). Reaction SMILES: [NH2:1][C:2]1[C:7]([CH:8]=[O:9])=[C:6](Cl)[N:5]=[C:4]([S:11][CH3:12])[N:3]=1.[F:13][C:14]1[CH:19]=[CH:18][CH:17]=[CH:16][C:15]=1B(O)O>>[NH2:1][C:2]1[C:7]([CH:8]=[O:9])=[C:6]([C:15]2[CH:16]=[CH:17][CH:18]=[CH:19][C:14]=2[F:13])[N:5]=[C:4]([S:11][CH3:12])[N:3]=1. Procedure details: Prepared as described above in Example 11 starting from 4-amino-6-chloro-2-methylsulfanyl-pyrimidine-5-carbaldehyde and 2-fluorophenylboronic acid to give the title compound 4-amino-6-(2-fluoro-phenyl)-2-methylsulfanyl-pyrimidine-5-carbaldehyde. 1H-NMR: δ 2.59 (s, 3H), 5.78 (br s, 1H), 7.11-7.32 (m, 2H), 7.42-7.58 (m, 2H), 8.65 (br s, 1H), 9.71 (s, 1H). LC MS (m/e)=264 (MH+). The reactants are FC(C(=O)O)(F)F (Trifluoroacetic acid), NC1=NC=CC=C1C(=O)NCC1CCN(CC1)C(=O)OC(C)(C)C (2-amino-N-[(1-tert-butoxycarbonyl-4-piperidyl)methyl]pyridine-3-carboxamide). Run in ClCCl (dichloromethane). Conditions: time 1 hour. Product: FC(C(=O)O)(F)F.NC1=NC=CC=C1C(=O)NCC1CCNCC1 (2-amino-N-(4-piperidylmethyl)pyridine-3-carboxamide trifluoroacetate). Reaction SMILES: [F:1][C:2]([F:7])([F:6])[C:3]([OH:5])=[O:4].[NH2:8][C:9]1[C:14]([C:15]([NH:17][CH2:18][CH:19]2[CH2:24][CH2:23][N:22](C(OC(C)(C)C)=O)[CH2:21][CH2:20]2)=[O:16])=[CH:13][CH:12]=[CH:11][N:10]=1>ClCCl>[F:1][C:2]([F:7])([F:6])[C:3]([OH:5])=[O:4].[NH2:8][C:9]1[C:14]([C:15]([NH:17][CH2:18][CH:19]2[CH2:24][CH2:23][NH:22][CH2:21][CH2:20]2)=[O:16])=[CH:13][CH:12]=[CH:11][N:10]=1 |f:3.4|. Procedure: Trifluoroacetic acid (9 ml) was added to a solution of 2-amino-N-[(1-tert-butoxycarbonyl-4-piperidyl)methyl]pyridine-3-carboxamide (2.2 g; prepared in a similar manner to that described above) in dichloromethane (50 ml) and the mixture stirred at ambient temperature for 1 hour. The solvent was removed in vacuo to give crude 2-amino-N-(4-piperidylmethyl)pyridine-3-carboxamide trifluoroacetate. The yield is 62.6%. Reported procedure: A solution of 4,6-bis(1,1-dimethylethyl)-5-hydroxypyrimidine-2-carboxaldehyde (0.5 g, 2.1 mmol) and α-triphenylphosphoranylidene-γ-butyrolactone (Katsumi, et al. Chem. Pharm. Bull. [Japan] 1986, 34, 619) (0.95 g, 2.8 mmol) in 50 mL of toluene is warmed to 60° C. overnight. The toluene is evaporated and the residue purified by flash chromatography (silica, 20% EtOAc/hexane). Recrystallization from hexane gives 0.4 g (62%) of α-[[4,6-bis(1,1-dimethylethyl)-5-hydroxy-2-pyrimidinyl]methylene]-γ-buty... The reactants are CC(C)(C)C1=NC(=NC(=C1O)C(C)(C)C)C=O (4,6-bis(1,1-dimethylethyl)-5-hydroxypyrimidine-2-carboxaldehyde), C1(=CC=CC=C1)P(=C1C(=O)OCC1)(C1=CC=CC=C1)C1=CC=CC=C1 (α-triphenylphosphoranylidene-γ-butyrolactone). Product: CC(C)(C)C1=NC(=NC(=C1O)C(C)(C)C)C=C1C(=O)OCC1 (α-[[4,6-bis(1,1-dimethylethyl)-5-hydroxy-2-pyrimidinyl]methylene]-γ-butyrolactone). Solvent: C1(=CC=CC=C1)C (toluene). Reaction SMILES: [CH3:1][C:2]([C:5]1[C:10]([OH:11])=[C:9]([C:12]([CH3:15])([CH3:14])[CH3:13])[N:8]=[C:7]([CH:16]=O)[N:6]=1)([CH3:4])[CH3:3].C1(P(C2C=CC=CC=2)(C2C=CC=CC=2)=[C:25]2[CH2:30][CH2:29][O:28][C:26]2=[O:27])C=CC=CC=1>C1(C)C=CC=CC=1>[CH3:4][C:2]([C:5]1[C:10]([OH:11])=[C:9]([C:12]([CH3:15])([CH3:14])[CH3:13])[N:8]=[C:7]([CH:16]=[C:25]2[CH2:30][CH2:29][O:28][C:26]2=[O:27])[N:6]=1)([CH3:1])[CH3:3].